Task: describe an organic reaction: reactants, conditions, products, and yield. Dataset: the Open Reaction Database (ORD), a public repository of structured organic reaction records The reactants are CN(C)C=O, ICCCC1CCCC1, [K+], [OH-], O=c1nn[nH]n1-c1ccccc1. Yields the product O=c1n(CCCC2CCCC2)nnn1-c1ccccc1. Reaction SMILES: [CH3:24][N:25]([CH3:26])[CH:27]=[O:28].[CH:15]1([CH2:20][CH2:21][CH2:22][I:23])[CH2:16][CH2:17][CH2:18][CH2:19]1.[K+:14].[OH-:13].[c:1]1(-[n:7]2[nH:8][n:9][n:10][c:11]2=[O:12])[cH:2][cH:3][cH:4][cH:5][cH:6]1>>[c:1]1(-[n:7]2[n:8][n:9][n:10]([CH2:22][CH2:21][CH2:20][CH:15]3[CH2:16][CH2:17][CH2:18][CH2:19]3)[c:11]2=[O:12])[cH:2][cH:3][cH:4][cH:5][cH:6]1.